This data is from the Open Reaction Database (ORD), a public repository of structured organic reaction records. The task is: describe an organic reaction: reactants, conditions, products, and yield The product is COc1ccc(CC2SC(=O)NC2=O)cc1CCOc1ccc(C(F)(F)F)cc1. Reaction SMILES: [CH3:1][O:2][c:3]1[c:4]([CH2:11][CH2:12][O:13][c:14]2[cH:15][cH:16][c:17]([C:20]([F:21])([F:22])[F:23])[cH:18][cH:19]2)[cH:5][c:6]([CH:7]=[O:8])[cH:9][cH:10]1.[S:24]1[C:25](=[O:30])[NH:26][C:27](=[O:29])[CH2:28]1>>[CH3:1][O:2][c:3]1[c:4]([CH2:11][CH2:12][O:13][c:14]2[cH:15][cH:16][c:17]([C:20]([F:21])([F:22])[F:23])[cH:18][cH:19]2)[cH:5][c:6]([CH2:7][CH:28]2[S:24][C:25](=[O:30])[NH:26][C:27]2=[O:29])[cH:9][cH:10]1. The reactants are COc1ccc(C=O)cc1CCOc1ccc(C(F)(F)F)cc1, O=C1CSC(=O)N1. The reactants are CCOC=C(C#N)C(=O)OCC, CCO, NNc1ccc(C(F)(F)F)cc1[N+](=O)[O-]. Product: CCOC(=O)C(C#N)=CNNc1ccc(C(F)(F)F)cc1[N+](=O)[O-]. Reaction SMILES: [C:16](#[N:17])[C:18]([C:19](=[O:20])[O:21][CH2:22][CH3:23])=[CH:24][O:25][CH2:26][CH3:27].[CH3:28][CH2:29][OH:30].[F:1][C:2]([c:3]1[cH:4][c:5]([N+:11](=[O:12])[O-:13])[c:6]([NH:9][NH2:10])[cH:7][cH:8]1)([F:14])[F:15]>>[F:1][C:2]([c:3]1[cH:4][c:5]([N+:11](=[O:12])[O-:13])[c:6]([NH:9][NH:10][CH:24]=[C:18]([C:16]#[N:17])[C:19](=[O:20])[O:21][CH2:22][CH3:23])[cH:7][cH:8]1)([F:14])[F:15]. The reactants are [Na] (Sodium), CO (methanol), CS(=O)(=O)OCC1=NC=2CC(C[C@@H](C2C2=C1[C@H](OC21CCOCC1)C1=CC=C(C=C1)C(F)(F)F)O[Si](C)(C)C(C)(C)C)(C)C (((3R,95)-9-(tert-butyldimethylsilyloxy)-7,7-dimethyl-3-(4-(trifluoromethyl)phenyl)-2′,3′,5′,6,6′,7,8,9-octahydro-3H-spiro[furo[3,4-c]quinoline-1,4′-pyran]-4-yl)methyl methanesulfonate), CO (methanol). The solvent is C(C)OCC (diethylether). Run at temperature 0 celsius, time 12 hour. Yields the product [Si](C)(C)(C(C)(C)C)O[C@@H]1C=2C3=C(C(=NC2CC(C1)(C)C)COC)[C@H](OC31CCOCC1)C1=CC=C(C=C1)C(F)(F)F ((3R,9S)-9-(tert-butyldimethylsilyloxy)-4-(methoxymethyl)-7,7-dimethyl-3-(4-(trifluoromethyl)phenyl)-2′,3′,5′,6,6′,7,8,9-octahydro-3H-spiro[furo[3,4-c]quinoline-1,4′-pyran]). As a reaction SMILES: [Na].CS([O:6][CH2:7][C:8]1[C:17]2[C@@H:18]([C:26]3[CH:31]=[CH:30][C:29]([C:32]([F:35])([F:34])[F:33])=[CH:28][CH:27]=3)[O:19][C:20]3([CH2:25][CH2:24][O:23][CH2:22][CH2:21]3)[C:16]=2[C:15]2[C@@H:14]([O:36][Si:37]([C:40]([CH3:43])([CH3:42])[CH3:41])([CH3:39])[CH3:38])[CH2:13][C:12]([CH3:45])([CH3:44])[CH2:11][C:10]=2[N:9]=1)(=O)=O.[CH3:46]O>C(OCC)C>[Si:37]([O:36][C@H:14]1[CH2:13][C:12]([CH3:45])([CH3:44])[CH2:11][C:10]2[N:9]=[C:8]([CH2:7][O:6][CH3:46])[C:17]3[C@@H:18]([C:26]4[CH:31]=[CH:30][C:29]([C:32]([F:35])([F:34])[F:33])=[CH:28][CH:27]=4)[O:19][C:20]4([CH2:25][CH2:24][O:23][CH2:22][CH2:21]4)[C:16]=3[C:15]1=2)([C:40]([CH3:43])([CH3:42])[CH3:41])([CH3:39])[CH3:38] |^1:0|. Procedure details: 20 mg Sodium are dissolved in 3 ml methanol cooled to 0° C. and treated dropwise with a solution of 57 mg ((3R,95)-9-(tert-butyldimethylsilyloxy)-7,7-dimethyl-3-(4-(trifluoromethyl)phenyl)-2′,3′,5′,6,6′,7,8,9-octahydro-3H-spiro[furo[3,4-c]quinoline-1,4′-pyran]-4-yl)methyl methanesulfonate in 0.5 ml methanol. After stirring for 12 hours at room temperature the mixture is diluted with diethylether, washed with saturated aqueous ammonium chloride and dried with magnesium sulphate. The solvents are ...